This data is from the Open Reaction Database (ORD), a public repository of structured organic reaction records. The task is: describe an organic reaction: reactants, conditions, products, and yield Reactants: CN(CC(F)(F)F)C1=NC=C(C=C1)[N+](=O)[O-] (methyl-(5-nitro-pyridin-2-yl)-(2,2,2-trifluoro-ethyl)-amine). Reagents/catalysts: [Pd] (palladium on carbon). Run in C(C)O (ethanol). Yields the product CN(C1=NC=C(C=C1)N)CC(F)(F)F (N2-methyl-N2-(2,2,2-trifluoro-ethyl)-pyridine-2,5-diamine). Yield: 100.3%. As a reaction SMILES: [CH3:1][N:2]([C:8]1[CH:13]=[CH:12][C:11]([N+:14]([O-])=O)=[CH:10][N:9]=1)[CH2:3][C:4]([F:7])([F:6])[F:5]>C(O)C.[Pd]>[CH3:1][N:2]([CH2:3][C:4]([F:7])([F:5])[F:6])[C:8]1[CH:13]=[CH:12][C:11]([NH2:14])=[CH:10][N:9]=1. Procedure details: A solution of methyl-(5-nitro-pyridin-2-yl)-(2,2,2-trifluoro-ethyl)-amine (80 mg, 0.34 mmol) in ethanol (10 mL) in the presence of 10% palladium on carbon (10 mg) was shaken under hydrogen with a pressure of 50 psi at room temperature for 2 hours. After the reaction was complete, the reaction mixture was filtered through a plug of celite and the filtration pad was washed with ethanol. The organic layers were combined and concentrated to give N2-methyl-N2-(2,2,2-trifluoro-ethyl)-pyridine-2,5-diam... Reactants: B, CNC(=O)c1cc(F)ccc1Oc1ccc(Cl)c(Cl)c1, C1CCOC1. The product is CNCc1cc(F)ccc1Oc1ccc(Cl)c(Cl)c1. As a reaction SMILES: [BH3:21].[Cl:1][c:2]1[cH:3][c:4]([O:5][c:6]2[c:7]([C:8](=[O:9])[NH:10][CH3:11])[cH:12][c:13]([F:16])[cH:14][cH:15]2)[cH:17][cH:18][c:19]1[Cl:20].[O:22]1[CH2:23][CH2:24][CH2:25][CH2:26]1>>[Cl:1][c:2]1[cH:3][c:4]([O:5][c:6]2[c:7]([CH2:8][NH:10][CH3:11])[cH:12][c:13]([F:16])[cH:14][cH:15]2)[cH:17][cH:18][c:19]1[Cl:20]. Starting materials: COc1cccc(C2CCCN(Cc3ccccc3)C2)c1, CCO, Cl. Yields the product Cl, COc1cccc(C2CCCNC2)c1. RXN SMILES: [CH2:2]([c:3]1[cH:4][cH:5][cH:6][cH:7][cH:8]1)[N:9]1[CH2:10][CH:11]([c:15]2[cH:16][c:17]([O:21][CH3:22])[cH:18][cH:19][cH:20]2)[CH2:12][CH2:13][CH2:14]1.[CH3:23][CH2:24][OH:25].[ClH:1]>>[ClH:1].[NH:9]1[CH2:10][CH:11]([c:15]2[cH:16][c:17]([O:21][CH3:22])[cH:18][cH:19][cH:20]2)[CH2:12][CH2:13][CH2:14]1.